Dataset: the Open Reaction Database (ORD), a public repository of structured organic reaction records. Task: describe an organic reaction: reactants, conditions, products, and yield Reactants: O1CCCC1 (tetrahydrofuran), [H][H] (hydrogen). Reagents/catalysts: [Pd].[C] (Pd carbon). Run in C1(=CC=CC=C1)C (toluene). Product: C1(=CC=CC=C1)C1=CC=CC=C1 (biphenyl), (+)-4-hydroxy-4'-(1-2's,3's-2-chloro-3-methylpentanoyl)ethyl. The yield is 31.0%. RXN SMILES: O1[CH2:5][CH2:4][CH2:3][CH2:2]1.[H][H]>[Pd].[C].C1(C)C=CC=CC=1>[C:2]1([C:3]2[CH:2]=[CH:5][CH:4]=[CH:5][CH:4]=2)[CH:3]=[CH:2][CH:5]=[CH:4][CH:3]=1 |f:2.3|. Procedure: 1.31 g (3 mmol) of II-23 was mixed with 10 ml of tetrahydrofuran, 3 ml of toluene and 0.1 g of 2% Pd-carbon, and the mixture was subjected to catalytic hydrogenation in a hydrogen atmosphere. The reaction mixture was filtered to remove the catalyst and further treated and purified according to Example 21 to obtain 0.32 g (31% yield) of (+)-4-hydroxy-4'-(1-2's,3's-2-chloro-3-methylpentanoyl)ethyl)biphenyl. [α]D25 =+60° (c=1, CHCl3), m.p.=99°-100° C.